From a dataset of the Open Reaction Database (ORD), a public repository of structured organic reaction records. describe an organic reaction: reactants, conditions, products, and yield The reactants are C(C)(=O)OC(C)=O (Acetic anhydride), N1=CC=CC=C1 (pyridine), Product A, O (water). The solvent is C(C)OCC (Diethyl ether). Run at time 8 hour. Product: C(C)(=O)O.OCC1=CC=CC=C1O (SALIGENIN MONOACETATE). RXN SMILES: [C:1]([O:4]C(=O)C)(=[O:3])[CH3:2].N1[CH:13]=[CH:12][CH:11]=[CH:10][CH:9]=1.[OH2:14]>C(OCC)C>[C:1]([OH:4])(=[O:3])[CH3:2].[OH:14][CH2:9][C:10]1[C:1]([OH:3])=[CH:2][CH:13]=[CH:12][CH:11]=1 |f:4.5|. Procedure: Acetic anhydride (59 g, 0.58 mol) was mixed with pyridine (50 g) and Product A (72 g, 0.58 mol) added slowly with stirring and cooling to prevent the temperature exceeding 50° C. The mixture was allowed to stand overnight at room temperature and then poured into a large excess of cold water. Diethyl ether was added and the reaction product extracted then washed with water, 1% hydrochloric acid and again with water.